describe an organic reaction: reactants, conditions, products, and yield From a dataset of the Open Reaction Database (ORD), a public repository of structured organic reaction records. Reactants: FC(OC1=CC=C(C=C1)N1C(C2(CC1)CCNCC2)=O)(F)F (2-(4-trifluoromethoxy-phenyl)-2,8-diaza-spiro[4.5]decan-1-one), O=C(OC(Cl)(Cl)Cl)Cl (diphosgene), C(C)NCC1=C(C=CC=C1)F (ethyl-(2-fluoro-benzyl)-amine). Reaction conditions: temperature 80 celsius, time 1 hour. Product: C(C)N(C(=O)N1CCC2(CCN(C2=O)C2=CC=C(C=C2)OC(F)(F)F)CC1)CC1=C(C=CC=C1)F (1-Oxo-2-(4-trifluoromethoxy-phenyl)-2,8-diaza-spiro[4.5]decane-8-carboxylic acid ethyl-(2-fluoro-benzyl)-amide). RXN SMILES: [F:1][C:2]([F:22])([F:21])[O:3][C:4]1[CH:9]=[CH:8][C:7]([N:10]2[CH2:14][CH2:13][C:12]3([CH2:19][CH2:18][NH:17][CH2:16][CH2:15]3)[C:11]2=[O:20])=[CH:6][CH:5]=1.O=C(Cl)[O:25][C:26](Cl)(Cl)Cl.[CH2:31]([NH:33][CH2:34][C:35]1[CH:40]=[CH:39][CH:38]=[CH:37][C:36]=1[F:41])[CH3:32]>>[CH2:31]([N:33]([CH2:34][C:35]1[CH:40]=[CH:39][CH:38]=[CH:37][C:36]=1[F:41])[C:26]([N:17]1[CH2:16][CH2:15][C:12]2([C:11](=[O:20])[N:10]([C:7]3[CH:8]=[CH:9][C:4]([O:3][C:2]([F:1])([F:21])[F:22])=[CH:5][CH:6]=3)[CH2:14][CH2:13]2)[CH2:19][CH2:18]1)=[O:25])[CH3:32]. Procedure: This material was prepared in analogy to example 251 step B) from 2-(4-trifluoromethoxy-phenyl)-2,8-diaza-spiro[4.5]decan-1-one, diphosgene and ethyl-(2-fluoro-benzyl)-amine. The reaction mixture was stirred for 1 h at room temperature, 2 h at 50° C. and 1 h at 80° C. before subjecting to work-up and purification. MS (ESI): 494.5 (MH+). Procedure: Using the methods described in Example 11 and Example 12, 3-methylthioaniline was converted to methyl 3-(3-methylthioanilino)-2-methylthioacrylate, m.p. 90°-92°. This acrylate was cyclised to give 3,7-bis(methylthio)4-quinolone, m.p. 197°-200°, containing the corresponding 5-methylthio isomer. This product was methylated with dimethyl sulphate in aqueous potassium hydroxide at room temperature to give a mixture of 1-methyl-3,7-bis (methylthio)-4-quinolone and 1-methyl-3,5-bis(methylthio)-4-quino... Product: CSC1C=NC2=CC(=CC=C2C1=O)SC (3,7-bis(methylthio)4-quinolone). RXN SMILES: [CH3:1][S:2]C1C=C(C=CC=1)N.[CH3:10][S:11][C:12]1[CH:13]=[C:14]([CH:23]=[CH:24][CH:25]=1)[NH:15][CH:16]=[C:17](C)[C:18]([O:20]C)=S.C([O-])(=O)C=C>>[CH3:1][S:2][CH:17]1[C:18](=[O:20])[C:23]2[C:14](=[CH:13][C:12]([S:11][CH3:10])=[CH:25][CH:24]=2)[N:15]=[CH:16]1. The reactants are CSC=1C=C(N)C=CC1 (3-methylthioaniline), CSC=1C=C(NC=C(C(=S)OC)C)C=CC1 (methyl 3-(3-methylthioanilino)-2-methylthioacrylate), C(C=C)(=O)[O-] (acrylate).